This data is from the Open Reaction Database (ORD), a public repository of structured organic reaction records. The task is: describe an organic reaction: reactants, conditions, products, and yield Starting materials: Cl.C(C)N1C[C@@H]2CCC(C[C@]2(CC1)C1=CC(=CC=C1)OC)=O ((±)-trans-2-ethyl-4a-(3-methoxyphenyl)-6-oxo-1,2,3,4,4a,5,6,7,8,8a-decahydroisoquinoline hydrochloride), C(C1=CC=CC=C1)NC(C(C(C)=O)=NNC1=CC=CC=C1)=O (N-benzyl-2-phenylhydrazono-3-oxobutyramide), CH3 COONa. Reagents/catalysts: [Zn] (zinc). Run in C(C)(=O)O (acetic acid). Product: C(C1=CC=CC=C1)NC(=O)C1=C(C2=C(C[C@@]3(CCN(C[C@H]3C2)C)C2=CC(=CC=C2)OC)N1)C ((±)-trans-2-Benzylaminocarbonyl-3,6-dimethyl-8a-(3-methoxyphenyl)-4,4a,5,6,7,8,8a,9-octahydro-1H-pyrrolo[2,3-g]isoquinoline). Reaction SMILES: Cl.[CH2:2]([N:4]1[CH2:13][CH2:12][C@@:11]2([C:14]3[CH:19]=[CH:18][CH:17]=[C:16]([O:20][CH3:21])[CH:15]=3)[C@@H:6]([CH2:7][CH2:8][C:9](=O)[CH2:10]2)[CH2:5]1)C.[CH2:23]([NH:30][C:31](=[O:44])[C:32](=[N:36]NC1C=CC=CC=1)[C:33](=O)[CH3:34])[C:24]1[CH:29]=[CH:28][CH:27]=[CH:26][CH:25]=1>[Zn].C(O)(=O)C>[CH2:23]([NH:30][C:31]([C:32]1[NH:36][C:9]2[CH2:10][C@@:11]3([C:14]4[CH:19]=[CH:18][CH:17]=[C:16]([O:20][CH3:21])[CH:15]=4)[C@H:6]([CH2:7][C:8]=2[C:33]=1[CH3:34])[CH2:5][N:4]([CH3:2])[CH2:13][CH2:12]3)=[O:44])[C:24]1[CH:25]=[CH:26][CH:27]=[CH:28][CH:29]=1 |f:0.1|. Reported procedure: 1 g (3.3 mmol) of (±)-trans-2-ethyl-4a-(3-methoxyphenyl)-6-oxo-1,2,3,4,4a,5,6,7,8,8a-decahydroisoquinoline hydrochloride, 2.95 g (10 mmol) of N-benzyl-2-phenylhydrazono-3-oxobutyramide, 0.82 g (10 mmol) of CH3 COONa, 2.6 g (40 mmol) of zinc dust and 5 ml of glacial acetic acid were treated as described in example 1. The residue was crystallised from AcOEt yielding 0.65 g of the title compound. M. p.=162°-164° C. Starting materials: C1(CC1)C1=CC(=NN1)NC1=NC(=C(C=O)C=C1F)N[C@@H](C)C1=CC=C(C=C1)F ((S)-6-(5-Cyclopropyl-1H-pyrazol-3-ylamino)-5-fluoro-2-(1-(4-fluorophenyl)ethylamino)nicotinaldehyde), [BH4-].[Na+] (NaBH4). Solvent: CO (MeOH). Reaction conditions: time 10 minute. Yields the product C1(CC1)C1=CC(=NN1)NC1=C(C=C(C(=N1)N[C@@H](C)C1=CC=C(C=C1)F)CO)F ((S)-(6-(5-Cyclopropyl-1H-pyrazol-3-ylamino)-5-fluoro-2-(1-(4-fluorophenyl)ethylamino)pyridin-3-yl)methanol). Isolated yield 87.8%. As a reaction SMILES: [CH:1]1([C:4]2[NH:8][N:7]=[C:6]([NH:9][C:10]3[C:17]([F:18])=[CH:16][C:13]([CH:14]=[O:15])=[C:12]([NH:19][C@H:20]([C:22]4[CH:27]=[CH:26][C:25]([F:28])=[CH:24][CH:23]=4)[CH3:21])[N:11]=3)[CH:5]=2)[CH2:3][CH2:2]1.[BH4-].[Na+]>CO>[CH:1]1([C:4]2[NH:8][N:7]=[C:6]([NH:9][C:10]3[N:11]=[C:12]([NH:19][C@H:20]([C:22]4[CH:27]=[CH:26][C:25]([F:28])=[CH:24][CH:23]=4)[CH3:21])[C:13]([CH2:14][OH:15])=[CH:16][C:17]=3[F:18])[CH:5]=2)[CH2:3][CH2:2]1 |f:1.2|. Reported procedure: To a solution of (S)-6-(5-cyclopropyl-1H-pyrazol-3-ylamino)-5-fluoro-2-(1-(4-fluorophenyl)ethylamino)nicotinaldehyde (Example 73; 0.10 g, 0.26 mmol) in MeOH (5 ml) at 0° C. was added NaBH4 (0.012 g, 0.33 mmol). The reaction was stirred for 10 minutes, and then quenched with water and extracted with DCM (2×20 ml). The combined organic fractions were dried over Na2SO4, filtered, and then concentrated. The resulting oil was purified by column chromatography (DCM-MeOH=100:1) to give the title compou... Reactants: C1C2C1(C(=O)NC2=O)C3=CC=C(C=C3)Cl (1-(p-chlorophenyl)-1,2-cyclopropanedicarboximide), [H-].COCCO[Al+]OCCOC.[Na+].[H-] (sodium bis(2-methoxyethoxy)aluminum hydride). Solvent: C1=CC=CC=C1 (benzene). The product is ClC1=CC=C(C=C1)C12CNCC2C1 (1-p-chlorophenyl-3-azabicyclo[3.1.0]hexane). Reaction SMILES: [CH2:1]1[C:3]2([C:9]3[CH:14]=[CH:13][C:12]([Cl:15])=[CH:11][CH:10]=3)[C:4]([NH:6][C:7](=O)[CH:2]12)=O.[H-].COCCO[Al+]OCCOC.[Na+].[H-]>C1C=CC=CC=1>[Cl:15][C:12]1[CH:11]=[CH:10][C:9]([C:3]23[CH2:1][CH:2]2[CH2:7][NH:6][CH2:4]3)=[CH:14][CH:13]=1 |f:1.2.3.4|. Procedure details: Following the procedure described in Example 1 the compound 1-(p-chlorophenyl)-1,2-cyclopropanedicarboximide (U.S. Pat. No. 3,344,026--Example 1) is reduced with sodium bis(2-methoxyethoxy)aluminum hydride 70% solution in benzene to produce the compound 1-p-chlorophenyl-3-azabicyclo[3.1.0]hexane. Reactants: [Al+3], [H-], [H-], [H-], [H-], [Li+], Nc1cccc(Cl)c1C(=O)O, C1CCOC1. Product: Nc1cccc(Cl)c1CO. Reaction SMILES: [Al+3:2].[H-:1].[H-:4].[H-:5].[H-:6].[Li+:3].[NH2:7][c:8]1[c:9]([C:10](=[O:11])[OH:12])[c:13]([Cl:17])[cH:14][cH:15][cH:16]1.[O:18]1[CH2:19][CH2:20][CH2:21][CH2:22]1>>[NH2:7][c:8]1[c:9]([CH2:10][OH:11])[c:13]([Cl:17])[cH:14][cH:15][cH:16]1. Starting materials: ClC1=NC=CC(=C1)SC1=CC=C(C2=CC=CC=C12)[N+](=O)[O-] (2-chloro-4-(4-nitronaphthalen-1-ylthio)pyridine), CCOC(=O)C (EtOAc), CC(=O)O (AcOH), [H][H] (hydrogen). The reagents and catalysts are [Pt] (Pt—C). The solvent is CO (MeOH). Product: ClC1=NC=CC(=C1)SC1=CC=C(C2=CC=CC=C12)N (4-(2-chloropyridin-4-ylthio) naphthalen-1-amine). As a reaction SMILES: [Cl:1][C:2]1[CH:7]=[C:6]([S:8][C:9]2[C:18]3[C:13](=[CH:14][CH:15]=[CH:16][CH:17]=3)[C:12]([N+:19]([O-])=O)=[CH:11][CH:10]=2)[CH:5]=[CH:4][N:3]=1.CCOC(C)=O.CC(O)=O.[H][H]>CO.[Pt]>[Cl:1][C:2]1[CH:7]=[C:6]([S:8][C:9]2[C:18]3[C:13](=[CH:14][CH:15]=[CH:16][CH:17]=3)[C:12]([NH2:19])=[CH:11][CH:10]=2)[CH:5]=[CH:4][N:3]=1. Procedure details: A solution of 2-chloro-4-(4-nitronaphthalen-1-ylthio)pyridine (1.68 g, 5.30 mmol) in a mixture of MeOH (30 mL), EtOAc (100 mL) and AcOH (10 mL) was subjected to hydrogenation by two passages through a Thales H-cube (1.0 mL min−1, 50° C., 70 mm, 10% Pt—C Cat-Cart, full hydrogen mode) and was then evaporated in vacuo to afford 4-(2-chloropyridin-4-ylthio) naphthalen-1-amine as a brown oil (1.40 g, 90% purity (LCMS), 83%); Rt 4.50 min (Method 1 basic); m/z 287 (M+H)+ (ES+). The material so obtained...